From a dataset of the Open Reaction Database (ORD), a public repository of structured organic reaction records. describe an organic reaction: reactants, conditions, products, and yield Isolated yield 63.8%. As a reaction SMILES: [CH2:1]([C@@H:8]1[CH2:13][CH2:12][O:11][C:9]1=[O:10])[C:2]1[CH:7]=[CH:6][CH:5]=[CH:4][CH:3]=1.[NH3:14].ClCCl.CO>C(O)C>[CH2:1]([C@H:8]([CH2:13][CH2:12][OH:11])[C:9]([NH2:14])=[O:10])[C:2]1[CH:7]=[CH:6][CH:5]=[CH:4][CH:3]=1 |f:2.3|. The solvent is C(C)O (ethanol). Procedure details: (R)-2-benzylbutyrolactone (1 gram) was dissolved in 5 ml of absolute ethanol, followed by the addition of 0.5 gram of gaseous ammonia. The solution was kept in a stoppered flask, and the progress of the reaction was followed by thin layer chromatography (eluent dichloromethane/methanol 20:1). After the reaction was judged complete, the ethanol was evaporated and the resulting residue redissolved in ethyl acetate. Ammonia was removed by extraction with 1% HCl, and the ethyl acetate solution was d... Product: C(C1=CC=CC=C1)[C@@H](C(=O)N)CCO ((R)-2-benzyl-4-hydroxybutyramide). The reactants are N (ammonia), C(C1=CC=CC=C1)[C@H]1C(=O)OCC1 ((R)-2-benzylbutyrolactone), ClCCl.CO (dichloromethane methanol). Starting materials: FC(CN(C(OCC)=O)CC=O)=C (ethyl N-(2-fluoroallyl)-N-(2-oxoethyl)-carbamate), C(C1=CC=CC=C1)NCC(=O)O (N-benzylglycine). Solvent: C1(=CC=CC=C1)C (toluene). Yields the product C(C1=CC=CC=C1)N1C2CN(CC2(CC1)F)C(=O)OCC (Ethyl 2-benzyl-5-fluoro-2,7-diazabicyclo[3.3.0]octane-7-carboxylate). RXN SMILES: [F:1][C:2](=[CH2:13])[CH2:3][N:4]([CH2:10][CH:11]=O)[C:5](=[O:9])[O:6][CH2:7][CH3:8].[CH2:14]([NH:21][CH2:22]C(O)=O)[C:15]1[CH:20]=[CH:19][CH:18]=[CH:17][CH:16]=1>C1(C)C=CC=CC=1>[CH2:14]([N:21]1[CH2:22][CH2:13][C:2]2([F:1])[CH:11]1[CH2:10][N:4]([C:5]([O:6][CH2:7][CH3:8])=[O:9])[CH2:3]2)[C:15]1[CH:20]=[CH:19][CH:18]=[CH:17][CH:16]=1. Procedure: 20.8 g (0.11 mol) of ethyl N-(2-fluoroallyl)-N-(2-oxoethyl)-carbamate are heated under reflux with 19 g (0.115 mol) of N-benzylglycine in 300 ml of toluene until evolution of CO is complete. The mixture is concentrated and the residue is distilled. Reactants: O=[N+]([O-])c1ccc(OC2CCN(Cc3ccccc3)CC2)cc1CS(=O)(=O)c1cccc2ccccc12, O=C(Cl)OCc1ccccc1, [Na+], [OH-], c1ccccc1. Product: O=C(OCc1ccccc1)N1CCC(Oc2ccc([N+](=O)[O-])c(CS(=O)(=O)c3cccc4ccccc34)c2)CC1. As a reaction SMILES: [CH2:1]([c:2]1[cH:3][cH:4][cH:5][cH:6][cH:7]1)[N:8]1[CH2:9][CH2:10][CH:11]([O:14][c:15]2[cH:16][c:17]([CH2:24][S:25](=[O:26])(=[O:27])[c:28]3[cH:29][cH:30][cH:31][c:32]4[cH:33][cH:34][cH:35][cH:36][c:37]34)[c:18]([N+:21](=[O:22])[O-:23])[cH:19][cH:20]2)[CH2:12][CH2:13]1.[CH2:38]([c:39]1[cH:40][cH:41][cH:42][cH:43][cH:44]1)[O:45][C:46](=[O:47])[Cl:48].[Na+:50].[OH-:49].[cH:51]1[cH:52][cH:53][cH:54][cH:55][cH:56]1>>[N:8]1([C:46]([O:45][CH2:38][c:39]2[cH:40][cH:41][cH:42][cH:43][cH:44]2)=[O:47])[CH2:9][CH2:10][CH:11]([O:14][c:15]2[cH:16][c:17]([CH2:24][S:25](=[O:26])(=[O:27])[c:28]3[cH:29][cH:30][cH:31][c:32]4[cH:33][cH:34][cH:35][cH:36][c:37]34)[c:18]([N+:21](=[O:22])[O-:23])[cH:19][cH:20]2)[CH2:12][CH2:13]1. The reactants are SC=1SC(=NN1)S (2,5-dimercapto-1,3,4-thiadiazole), C1(\C=C/C(=O)O1)=O (maleic anhydride). The solvent is O1CCCC1 (tetrahydrofuran). The product is SC=1SC(=NN1)SC1C(=O)OC(C1)=O (2-(2-mercapto-1,3,4-thiadiazol-5-ylthio)-succinic anhydride). RXN SMILES: [SH:1][C:2]1[S:3][C:4]([SH:7])=[N:5][N:6]=1.[C:8]1(=[O:14])[O:13][C:11](=[O:12])[CH:10]=[CH:9]1>O1CCCC1>[SH:1][C:2]1[S:3][C:4]([S:7][CH:10]2[CH2:9][C:8](=[O:14])[O:13][C:11]2=[O:12])=[N:5][N:6]=1. Procedure details: A mixture of 95 grams (0.5 moles) of 2,5-dimercapto-1,3,4-thiadiazole and 49.0 grams (0.5 moles) of maleic anhydride in 500 ml. tetrahydrofuran was refluxed for six hours. After distilling off the solvent, a light tan solid (123 g.) was obtained (m.p. 194°-196° C.). Its infrared spectrum and elemental analysis appeared to be consistent with the proposed structure. Reactants: C=CCC1(C)CC(c2cccc(Cl)c2)C(c2ccc(Cl)cc2)N(C(CO)C(C)C)C1=O, ClCCl, O. Yields the product C=CCC1(C)CC(c2cccc(Cl)c2)C(c2ccc(Cl)cc2)N(C(C=O)C(C)C)C1=O. RXN SMILES: [CH2:1]([CH:2]=[CH2:3])[C:4]1([CH3:31])[C:5](=[O:30])[N:6]([CH:24]([CH2:25][OH:26])[CH:27]([CH3:28])[CH3:29])[CH:7]([c:17]2[cH:18][cH:19][c:20]([Cl:23])[cH:21][cH:22]2)[CH:8]([c:10]2[cH:11][c:12]([Cl:16])[cH:13][cH:14][cH:15]2)[CH2:9]1.[Cl:33][CH2:34][Cl:35].[OH2:32]>>[CH2:1]([CH:2]=[CH2:3])[C:4]1([CH3:31])[C:5](=[O:30])[N:6]([CH:24]([CH:25]=[O:26])[CH:27]([CH3:28])[CH3:29])[CH:7]([c:17]2[cH:18][cH:19][c:20]([Cl:23])[cH:21][cH:22]2)[CH:8]([c:10]2[cH:11][c:12]([Cl:16])[cH:13][cH:14][cH:15]2)[CH2:9]1. Reactants: CC1([C@@H](N2[C@H](S1)[C@@H](C2=O)NC(=O)CC=3C=CC=CC3)C(=O)[O-])C.[K+] (penicillin), S(=O)(=O)(O[O-])[O-] (peroxymonosulfate). Yields the product CC1([C@@H](N2[C@H](S1=O)[C@@H](C2=O)NC(=O)CC3=CC=CC=C3)C(=O)O)C (penicillin sulfoxide). As a reaction SMILES: [CH3:1][C:2]1([CH3:23])[S:6][C@@H:5]2[C@H:7]([NH:10][C:11]([CH2:13][C:14]3[CH:15]=[CH:16][CH:17]=[CH:18][CH:19]=3)=[O:12])[C:8](=[O:9])[N:4]2[C@H:3]1[C:20]([O-:22])=[O:21].[K+].S([O-])(O[O-])(=O)=[O:26]>>[CH3:1][C:2]1([CH3:23])[S:6](=[O:26])[C@@H:5]2[C@H:7]([NH:10][C:11]([CH2:13][C:14]3[CH:15]=[CH:16][CH:17]=[CH:18][CH:19]=3)=[O:12])[C:8](=[O:9])[N:4]2[C@H:3]1[C:20]([OH:22])=[O:21] |f:0.1|. Procedure details: A penicillin is treated with a peroxymonosulfate at a temperature of from about 0° C. to about 50° C. in an aqueous medium to produce a penicillin sulfoxide. Starting materials: FC(C(=O)O)(F)F (trifluoroacetic acid), C1N2CN3CN1CN(C2)C3 (hexamethylene tetramine), C(C1=CC(=C(C(=C1)CO)O)C)C1=CC(=C(C(=C1)CO)O)C (4,4′-methylene bis(2-methyl-6-hydroxymethylphenol)). Run in CO (methanol), C(C(C)C)C(=O)C (methyl isobutyl ketone), C1(=CC=CC=C1)C (toluene), C(C(C)C)C(=O)C (methyl isobutyl ketone). Run at temperature 85 celsius, time 3 hour. The product is C(C1=CC(=C(C(=C1)C=O)O)C)C1=CC(=C(C(=C1)C=O)O)C (4,4′-methylene bis(2-methyl-6-formylphenol)). The yield is 69.2%. As a reaction SMILES: FC(F)(F)C(O)=O.C1N2CN3CN(C2)CN1C3.[CH2:18]([C:29]1[CH:34]=[C:33]([CH2:35][OH:36])[C:32]([OH:37])=[C:31]([CH3:38])[CH:30]=1)[C:19]1[CH:24]=[C:23]([CH2:25][OH:26])[C:22]([OH:27])=[C:21]([CH3:28])[CH:20]=1>C1(C)C=CC=CC=1.C(C(C)=O)C(C)C.CO>[CH2:18]([C:19]1[CH:24]=[C:23]([CH:25]=[O:26])[C:22]([OH:27])=[C:21]([CH3:28])[CH:20]=1)[C:29]1[CH:34]=[C:33]([CH:35]=[O:36])[C:32]([OH:37])=[C:31]([CH3:38])[CH:30]=1. Reported procedure: 1140.0 g (10.0 mols) of trifluoroacetic acid was put in a four-way flask with a capacity of 5 liters and the reaction container was substituted by nitrogen, after which 315.0 g (2.25 mols) of hexamethylene tetramine was added at a temperature of approx. 30° C., and then 288.0 g of 4,4′-methylene bis(2-methyl-6-hydroxymethylphenol) (1.0 mol; purity 93% based on high-speed liquid chromatograph (HPLC)) was added under agitation over 3 hours at a temperature of 40° C. to cause reaction. After the en... Reactants: OC=1C=C(C=CC1O)C[C@@H](C(=O)OCC(COC(=O)C1=CC=CC=C1)O)NC(=O)OC(C)(C)C (2-Hydroxy-3-phenylcarbonyloxypropyl (2S)-3-(3,4-dihydroxyphenyl)-2-[(tert-butoxy)carbonylamino]propanoate), Cl (HCl). The solvent is O1CCOCC1 (1,4-dioxane). Product: Cl.N[C@H](C(=O)OCC(COC(=O)C1=CC=CC=C1)O)CC1=CC(=C(C=C1)O)O (2-Hydroxy-3-phenylcarbonyloxypropyl (2S)-2-amino-3-(3,4-dihydroxyphenyl)propanoate hydrochloride). Yield: 48.0%. RXN SMILES: [OH:1][C:2]1[CH:3]=[C:4]([CH2:9][C@H:10]([NH:27]C(OC(C)(C)C)=O)[C:11]([O:13][CH2:14][CH:15]([OH:26])[CH2:16][O:17][C:18]([C:20]2[CH:25]=[CH:24][CH:23]=[CH:22][CH:21]=2)=[O:19])=[O:12])[CH:5]=[CH:6][C:7]=1[OH:8].[ClH:35]>O1CCOCC1>[ClH:35].[NH2:27][C@@H:10]([CH2:9][C:4]1[CH:5]=[CH:6][C:7]([OH:8])=[C:2]([OH:1])[CH:3]=1)[C:11]([O:13][CH2:14][CH:15]([OH:26])[CH2:16][O:17][C:18]([C:20]1[CH:25]=[CH:24][CH:23]=[CH:22][CH:21]=1)=[O:19])=[O:12] |f:3.4|. Procedure details: 2-Hydroxy-3-phenylcarbonyloxypropyl (2S)-3-(3,4-dihydroxyphenyl)-2-[(tert-butoxy)carbonylamino]propanoate (2.05 g, 4.3 mmol) was treated with 4.0M HCl in 1,4-dioxane at room temperature for 30 min. The reaction mixture was concentrated to dryness under reduced pressure and purified by prep-HPLC. The HPLC fractions were pooled, treated with 10 mL of 0.5N HCl, and dried by lyophilization to yield 0.85 g (48%) of the title compound as a white solid. 1H NMR (400 MHz, D2O): δ 3.11 (t, J=6.6 Hz, 2H), ...